Task: describe an organic reaction: reactants, conditions, products, and yield. Dataset: the Open Reaction Database (ORD), a public repository of structured organic reaction records RXN SMILES: [CH3:1][O:2][C:3]([C:5]1[CH:10]=[CH:9][C:8]([N:11]=[CH:12][C:13]2[CH:18]=[CH:17][CH:16]=[C:15]([F:19])[CH:14]=2)=[CH:7][N:6]=1)=[O:4].[BH4-].[Na+]>CN(C)C=O.CO>[CH3:1][O:2][C:3]([C:5]1[CH:10]=[CH:9][C:8]([NH:11][CH2:12][C:13]2[CH:18]=[CH:17][CH:16]=[C:15]([F:19])[CH:14]=2)=[CH:7][N:6]=1)=[O:4] |f:1.2|. Run at time 1 hour. Solvent: CN(C=O)C (dimethylformamide), CO (methanol). Reported procedure: The solution of 18.6 g of 5-(m-fluorobenzylideneamino)-pyridine-2-carboxylic acid methyl ester in 50 ml of hot dimethylformamide is added all at once to the solution of 5.0 g of sodium borohydride in 230 ml of methanol at -20° while stirring. The mixture warms to approximately 0° and after one hour the mixture is warmed to 35° for 10-15 minutes. It is cooled, one-half of the methanol is distilled off and the cold concentrate is conbined with 2 ml of acetic acid and the solution of 9 ml of 12 N h... The product is COC(=O)C1=NC=C(C=C1)NCC1=CC(=CC=C1)F (5-(m-fluorobenzylamino)-pyridine-2-carboxylic acid methyl ester). Starting materials: COC(=O)C1=NC=C(C=C1)N=CC1=CC(=CC=C1)F (5-(m-fluorobenzylideneamino)-pyridine-2-carboxylic acid methyl ester), [BH4-].[Na+] (sodium borohydride). Conditions: temperature 20 celsius, time 3 hour. The reactants are BrBr (bromine), OO (hydrogen peroxide), C1C=CC2=CC=CC=C12 (indene), CCC(CC)COC(C1=CC=CC=C1)(C2=CC=CC=C2)C(=O)N(C)CC[NH+](C)C.[Cl-] (X-100). Procedure details: 100 ml of water and 0.70 g of Triton X-100 were put into a 300-ml 4-mouthed flask, and mixed as 80 ml of ortho-dichlorobenzene and 60.0 g of indene (95 wt %; 0.491 mol) were added. At 20° C., 41.54 g of bromine (0.259 mol) was added with strong stirring and air cooling over approximately 5 minutes. After dropwise addition the temperature of the reaction mixture became 52° C. After mixing at 60° C. for 13 hours, 23.8 g of hydrogen peroxide (35 wt %; 0.245 mol) was added dropwise at the same tempe... As a reaction SMILES: CCC(C[O:7][C:8](C(N(CC[NH+](C)C)C)=O)([C:15]1[CH:20]=CC=CC=1)[C:9]1[CH:14]=[CH:13][CH:12]=[CH:11][CH:10]=1)CC.[Cl-].C1C2C(=CC=CC=2)C=C1.[Br:40]Br.OO>ClC1C=CC=CC=1Cl.O>[Br:40][C@@H:15]1[CH2:20][C:10]2[C:9](=[CH:14][CH:13]=[CH:12][CH:11]=2)[C@H:8]1[OH:7] |f:0.1|. Solvent: ClC1=C(C=CC=C1)Cl (ortho-dichlorobenzene), O (water). Product: white crystals, Br[C@H]1[C@@H](C2=CC=CC=C2C1)O (trans-2-bromoindan-1-ol). Isolated yield 69.0%. Product: CC1=CC=NC=2CC(CC(C12)=O)C=1SC=CC1C (4-methyl-7-(3-methyl-2-thienyl)-5,6,7,8-tetrahydroquinolin-5-one). Isolated yield 137.2%. RXN SMILES: [NH2:1][C:2]1[CH2:7][CH:6]([C:8]2[S:9][CH:10]=[CH:11][C:12]=2[CH3:13])[CH2:5][C:4](=[O:14])[CH:3]=1.[OH-].[K+]>C(O)C.C1(C)C=CC=CC=1>[CH3:4][C:3]1[C:3]2[C:4](=[O:14])[CH2:5][CH:6]([C:8]3[S:9][CH:10]=[CH:11][C:12]=3[CH3:13])[CH2:7][C:2]=2[N:1]=[CH:7][CH:2]=1 |f:1.2|. The solvent is C(C)O (ethanol), C1(=CC=CC=C1)C (toluene). Reported procedure: To a solution of 1-amino-5-(3-methyl-2-thienyl)cyclohexen-3-one (2.7 g) in ethanol (50 ml) and toluene (150 ml) were added acetylacetoaldehydedimethylacetal (4.3 g) and 85% potassium hydroxide (0.71 g), and the mixture was refluxed. With 30 minutes interval, 85% potassium hydroxide (0.15 g) was added thrice to the mixture, and the mixture was refluxed for 1 hour. Under reduced pressure, the solvent was evaporated, and to the residue was added ethyl acetate. The mixture was washed with water and ... The reactants are NC1=CC(CC(C1)C=1SC=CC1C)=O (1-amino-5-(3-methyl-2-thienyl)cyclohexen-3-one), [OH-].[K+] (potassium hydroxide), [OH-].[K+] (potassium hydroxide). The reactants are CS(=O)(=O)OC[C@@H](COCC1=CC=CC=C1)C1=C(C=C(C=C1)Br)C ((R)-3-(Benzyloxy)-2-(4-bromo-2-methylphenyl)propyl methanesulfonate), CCCC[N+](CCCC)(CCCC)CCCC.[F-] (TBAF), C(C)OCC (Ethyl ether). The solvent is CC(C)(C)O (tBuOH). Conditions: temperature 80 celsius, time 2 hour. The product is C(C1=CC=CC=C1)OC[C@H](CF)C1=C(C=C(C=C1)Br)C ((R)-1-(1-(Benzyloxy)-3-fluoropropan-2-yl)-4-bromo-2-methylbenzene). Yield: 76.2%. Reaction SMILES: CS(O[CH2:6][C@H:7]([C:17]1[CH:22]=[CH:21][C:20]([Br:23])=[CH:19][C:18]=1[CH3:24])[CH2:8][O:9][CH2:10][C:11]1[CH:16]=[CH:15][CH:14]=[CH:13][CH:12]=1)(=O)=O.CCCC[N+](CCCC)(CCCC)CCCC.[F-:42].C(OCC)C>CC(O)(C)C>[CH2:10]([O:9][CH2:8][C@@H:7]([C:17]1[CH:22]=[CH:21][C:20]([Br:23])=[CH:19][C:18]=1[CH3:24])[CH2:6][F:42])[C:11]1[CH:16]=[CH:15][CH:14]=[CH:13][CH:12]=1 |f:1.2|. Reported procedure: To 24A (0.74 g, 1.790 mmol) in tBuOH (10 mL) was added TBAF (1.0 M in THF, 5.37 mL, 5.37 mmol). The mixture was stirred at 80° C. for 2 h. Ethyl ether was added and the mixture was filtered. The filtrate was evaporated and the crude product was purified by flash chromatography (0-30% EtOAc/hexanes) to give 24B (0.46 g, 1.364 mmol, 76% yield) as colorless oil. 1H NMR (400 MHz, chloroform-d) δ ppm 7.27-7.43 (m, 7H) 7.13 (d, J=8.34 Hz, 1H) 4.74 (d, J=5.56 Hz, 1H) 4.62 (d, J=5.56 Hz, 1H) 4.47-4.59 (... Starting materials: O=C1CCC(=O)N1Br, ClC(Cl)(Cl)Cl, Cc1ccc2c(-c3ccccc3)cc(C#N)nc2c1, CC(C)(C#N)N=NC(C)(C)C#N. Product: N#Cc1cc(-c2ccccc2)c2ccc(CBr)cc2n1. RXN SMILES: [Br:20][N:21]1[C:22](=[O:23])[CH2:24][CH2:25][C:26]1=[O:27].[C:40]([Cl:41])([Cl:42])([Cl:43])[Cl:44].[CH3:1][c:2]1[cH:3][cH:4][c:5]2[c:6](-[c:14]3[cH:15][cH:16][cH:17][cH:18][cH:19]3)[cH:7][c:8]([C:12]#[N:13])[n:9][c:10]2[cH:11]1.[N:28]#[C:29][C:30]([N:31]=[N:32][C:33]([C:34]#[N:35])([CH3:36])[CH3:37])([CH3:38])[CH3:39]>>[CH2:1]([c:2]1[cH:3][cH:4][c:5]2[c:6](-[c:14]3[cH:15][cH:16][cH:17][cH:18][cH:19]3)[cH:7][c:8]([C:12]#[N:13])[n:9][c:10]2[cH:11]1)[Br:20]. The reactants are CCOC(=O)C(C)(C)Oc1ccc(OCCc2nc(-c3ccc(-c4c(F)cccc4F)cc3)oc2C)cc1, C1CCOC1, CCO, [Na+], [OH-]. Product: Cc1oc(-c2ccc(-c3c(F)cccc3F)cc2)nc1CCOc1ccc(OC(C)(C)C(=O)O)cc1. As a reaction SMILES: [CH2:1]([CH3:2])[O:3][C:4]([C:5]([CH3:6])([CH3:7])[O:8][c:9]1[cH:10][cH:11][c:12]([O:15][CH2:16][CH2:17][c:18]2[n:19][c:20](-[c:24]3[cH:25][cH:26][c:27](-[c:30]4[c:31]([F:37])[cH:32][cH:33][cH:34][c:35]4[F:36])[cH:28][cH:29]3)[o:21][c:22]2[CH3:23])[cH:13][cH:14]1)=[O:38].[CH2:44]1[O:45][CH2:46][CH2:47][CH2:48]1.[CH3:41][CH2:42][OH:43].[Na+:40].[OH-:39]>>[O:3]=[C:4]([C:5]([CH3:6])([CH3:7])[O:8][c:9]1[cH:10][cH:11][c:12]([O:15][CH2:16][CH2:17][c:18]2[n:19][c:20](-[c:24]3[cH:25][cH:26][c:27](-[c:30]4[c:31]([F:37])[cH:32][cH:33][cH:34][c:35]4[F:36])[cH:28][cH:29]3)[o:21][c:22]2[CH3:23])[cH:13][cH:14]1)[OH:38]. Reactants: C=C(C)CBr, C1CCOC1, CC(C)[N-]C(C)C, COC(=O)Cc1cc(OCc2ccccc2)cc(OCc2ccccc2)c1, [Li+]. Yields the product C=C(C)CC(C(=O)OC)c1cc(OCc2ccccc2)cc(OCc2ccccc2)c1. As a reaction SMILES: [Br:36][CH2:37][C:38](=[CH2:39])[CH3:40].[CH2:41]1[O:42][CH2:43][CH2:44][CH2:45]1.[CH3:2][CH:3]([N-:4][CH:5]([CH3:6])[CH3:7])[CH3:8].[CH3:9][O:10][C:11]([CH2:12][c:13]1[cH:14][c:15]([O:27][CH2:28][c:29]2[cH:30][cH:31][cH:32][cH:33][cH:34]2)[cH:16][c:17]([O:19][CH2:20][c:21]2[cH:22][cH:23][cH:24][cH:25][cH:26]2)[cH:18]1)=[O:35].[Li+:1]>>[CH3:9][O:10][C:11]([CH:12]([c:13]1[cH:14][c:15]([O:27][CH2:28][c:29]2[cH:30][cH:31][cH:32][cH:33][cH:34]2)[cH:16][c:17]([O:19][CH2:20][c:21]2[cH:22][cH:23][cH:24][cH:25][cH:26]2)[cH:18]1)[CH2:39][C:38](=[CH2:37])[CH3:40])=[O:35].